This data is from the Open Reaction Database (ORD), a public repository of structured organic reaction records. The task is: describe an organic reaction: reactants, conditions, products, and yield The reactants are CCC=CC(=O)C1CC(n2cc(C)c(=O)[nH]c2=O)([SiH](C)C)OC1COC(C)(C)C, C[N+]1([O-])CCOCC1, CC(C)=O, [O-][I+3]([O-])([O-])[O-], [Na+], [Na+], O, O=S([O-])O. Product: Cc1cn(C2([SiH](C)C)CC(C=O)C(COC(C)(C)C)O2)c(=O)[nH]c1=O. Reaction SMILES: [C:1]([CH3:2])([CH3:3])([CH3:4])[O:5][CH2:6][CH:7]1[CH:8]([C:24]([CH:25]=[CH:26][CH2:27][CH3:28])=[O:29])[CH2:9][C:10]([n:12]2[c:13](=[O:14])[nH:15][c:16](=[O:17])[c:18]([CH3:19])[cH:20]2)([SiH:21]([CH3:22])[CH3:23])[O:11]1.[CH3:30][N+:31]1([O-:32])[CH2:33][CH2:34][O:35][CH2:36][CH2:37]1.[CH3:49][C:50](=[O:51])[CH3:52].[I+3:38]([O-:39])([O-:40])([O-:41])[O-:42].[Na+:43].[Na+:48].[OH2:53].[S:44](=[O:45])([OH:46])[O-:47]>>[C:1]([CH3:2])([CH3:3])([CH3:4])[O:5][CH2:6][CH:7]1[CH:8]([CH:24]=[O:29])[CH2:9][C:10]([n:12]2[c:13](=[O:14])[nH:15][c:16](=[O:17])[c:18]([CH3:19])[cH:20]2)([SiH:21]([CH3:22])[CH3:23])[O:11]1. Starting materials: ClC(Cl)Cl, O=C(OO)c1cccc(Cl)c1, COc1ccc(-c2cc(C(F)(F)F)nn2-c2ccc(SC)cc2)cc1F. Yields the product COc1ccc(-c2cc(C(F)(F)F)nn2-c2ccc(S(C)=O)cc2)cc1F. As a reaction SMILES: [CH:38]([Cl:39])([Cl:40])[Cl:41].[Cl:27][c:28]1[cH:29][cH:30][cH:31][c:32]([C:33]([O:34][OH:36])=[O:35])[cH:37]1.[F:1][c:2]1[cH:3][c:4](-[c:10]2[cH:11][c:12]([C:23]([F:24])([F:25])[F:26])[n:13][n:14]2-[c:15]2[cH:16][cH:17][c:18]([S:21][CH3:22])[cH:19][cH:20]2)[cH:5][cH:6][c:7]1[O:8][CH3:9]>>[F:1][c:2]1[cH:3][c:4](-[c:10]2[cH:11][c:12]([C:23]([F:24])([F:25])[F:26])[n:13][n:14]2-[c:15]2[cH:16][cH:17][c:18]([S:21]([CH3:22])=[O:35])[cH:19][cH:20]2)[cH:5][cH:6][c:7]1[O:8][CH3:9]. Starting materials: FC=1C=C(C=CC1)C1=NC2=C(C(=CC=C2C(=N1)OC1CC2C(N(CCCCC=CC3CC3(NC(C2C1)=O)C(=O)O)C)=O)OC)C (17-[2-(3-Fluoro-phenyl)-7-methoxy-8-methyl-quinazolin-4-yloxy]-13-methyl-2,14-dioxo-3,13-diaza-tricyclo[13.3.0.0*4,6*]octadec-7-ene-4-carboxylic acid), C1=CN(C=N1)C(=O)N2C=CN=C2 (CDI), C1(CC1)S(=O)(=O)N (cyclopropyl sulfonamide), C1CCC2=NCCCN2CC1 (DBU), C(CC(O)(C(=O)O)CC(=O)O)(=O)O (citric acid). The solvent is C1CCOC1 (THF), [Cl-].[Na+].O (brine), CCOC(=O)C (EtOAc), C1CCOC1 (THF). Run at temperature 50 celsius, time 18 hour. Product: FC=1C=C(C=CC1)C1=NC2=C(C(=CC=C2C(=N1)OC1CC2C(N(CCCCC=CC3CC3(NC(C2C1)=O)C(=O)NS(=O)(=O)C1CC1)C)=O)OC)C (Cyclopropanesulfonic acid {17-[2-(3-fluoro-phenyl)-7-methoxy-8-methyl-quinazolin-4-yloxy]-13-methyl-2,14-dioxo-3,13-diaza-tricyclo[13.3.0.0*4,6*]octadec-7-ene-4-carbonyl}-amide), solid. Isolated yield 62.0%. As a reaction SMILES: [F:1][C:2]1[CH:3]=[C:4]([C:8]2[N:17]=[C:16]([O:18][CH:19]3[CH2:36][CH:35]4[CH:21]([C:22](=[O:42])[N:23]([CH3:41])[CH2:24][CH2:25][CH2:26][CH2:27][CH:28]=[CH:29][CH:30]5[C:32]([C:38](O)=[O:39])([NH:33][C:34]4=[O:37])[CH2:31]5)[CH2:20]3)[C:15]3[C:10](=[C:11]([CH3:45])[C:12]([O:43][CH3:44])=[CH:13][CH:14]=3)[N:9]=2)[CH:5]=[CH:6][CH:7]=1.C1N=CN(C(N2C=NC=C2)=O)C=1.[CH:58]1([S:61]([NH2:64])(=[O:63])=[O:62])[CH2:60][CH2:59]1.C1CCN2C(=NCCC2)CC1.C(O)(=O)CC(CC(O)=O)(C(O)=O)O>C1COCC1.[Cl-].[Na+].O.CCOC(C)=O>[F:1][C:2]1[CH:3]=[C:4]([C:8]2[N:17]=[C:16]([O:18][CH:19]3[CH2:36][CH:35]4[CH:21]([C:22](=[O:42])[N:23]([CH3:41])[CH2:24][CH2:25][CH2:26][CH2:27][CH:28]=[CH:29][CH:30]5[C:32]([C:38]([NH:64][S:61]([CH:58]6[CH2:60][CH2:59]6)(=[O:63])=[O:62])=[O:39])([NH:33][C:34]4=[O:37])[CH2:31]5)[CH2:20]3)[C:15]3[C:10](=[C:11]([CH3:45])[C:12]([O:43][CH3:44])=[CH:13][CH:14]=3)[N:9]=2)[CH:5]=[CH:6][CH:7]=1 |f:6.7.8|. Procedure: A mixture of the acid 159 (200 mg, 0.324 mmol) and CDI (105 mg, 0.649 mmol) in dry THF (12 mL) was heated at reflux for 2 h under N2. The reaction mixture was cooled 50° C. and a pre-mixed solution of cyclopropyl sulfonamide (118 mg, 0.973 mmol) and DBU (138 μL, 0.908 mmol) in 2 ml of dry THF was added to the reaction mixture. The reaction was stirred at 50° C. for 18 h. The solution was pored in a separatory funnel and acidified with approx. 20 mL citric acid 10% (aq). Additional brine (20 mL) ... The reactants are OC=1C=C(C=CC1)CC(=O)O (3-hydroxy phenylacetic acid), Cl.COC([C@H]1NCCC1)=O (L-proline methyl ester hydrochloride), TEA, ON1N=NC2=C1C=CC=C2 (1-hydroxybenzotriazole), CCN=C=NCCCN(C)C.Cl (EDCl). The solvent is C(Cl)Cl (DCM), O (water), C(C)(=O)OCC (Ethyl acetate). Conditions: time 4 day. Yields the product C(C)OC(=O)[C@@H]1N(CCC1)C(CC1=CC(=CC=C1)O)=O ((R)-1-[2-(3-hydroxy-phenyl)-acetyl]-pyrrolidine-2-carboxylic acid ethyl ester). Reaction SMILES: [OH:1][C:2]1[CH:3]=[C:4]([CH2:8][C:9]([OH:11])=O)[CH:5]=[CH:6][CH:7]=1.Cl.[CH3:13][O:14][C:15](=[O:21])[C@@H:16]1[CH2:20][CH2:19][CH2:18][NH:17]1.ON1C2C=CC=C[C:26]=2N=N1.CCN=C=NCCCN(C)C.Cl>C(Cl)Cl.O.C(OCC)(=O)C>[CH2:13]([O:14][C:15]([C@H:16]1[CH2:20][CH2:19][CH2:18][N:17]1[C:9](=[O:11])[CH2:8][C:4]1[CH:5]=[CH:6][CH:7]=[C:2]([OH:1])[CH:3]=1)=[O:21])[CH3:26] |f:1.2,4.5|. Procedure details: To a suspension of 3-hydroxy phenylacetic acid (1.52 g, 10.0 mmol) in 10 mL of DCM is added L-proline methyl ester hydrochloride (1.80 g, 10.0 mmol) followed by the addition of TEA (1.67 mL, 12 mmol), 1-hydroxybenzotriazole (HOBt, 1.17 g, 10 mmol), and EDCl (1.92 g, 10 mmol). The mixture is stirred at RT for 4 days. Ethyl acetate and water is added, and the organic layer is separated and washed with brine, dried over anhydrous sodium sulfate, and concentrated. The crude mixture is purified by fl... Reactants: BrCCCCCBr (1,5-dibromopentane), C([O-])([O-])=O.[Na+].[Na+] (sodium carbonate), NC1=CC=C(C=C1)C (p-toluidine). Solvent: CO (methanol), CO (methanol). The product is CC1=CC=C(C=C1)N1CCCCC1 (1-(4-methylphenyl)piperidine). Isolated yield 50.1%. Reaction SMILES: Br[CH2:2][CH2:3][CH2:4][CH2:5][CH2:6]Br.C(=O)([O-])[O-].[Na+].[Na+].[NH2:14][C:15]1[CH:20]=[CH:19][C:18]([CH3:21])=[CH:17][CH:16]=1>CO>[CH3:21][C:18]1[CH:19]=[CH:20][C:15]([N:14]2[CH2:6][CH2:5][CH2:4][CH2:3][CH2:2]2)=[CH:16][CH:17]=1 |f:1.2.3|. Reported procedure: A reaction container was charged with 1,5-dibromopentane (43 g, 186.6 mmol), sodium carbonate (30 g, 280 mmol) and 100 ml of methanol which were weighed and the mixture was stirred at ambient temperature. Then, p-toluidine (10 g, 93.3 mmol) was dissolved in methanol (50 ml) and the solution was added dropwise to the reaction solution. The reaction solution was heated to 55° C. and stirred for 5 hours. The reaction solution was filtered and the resulting filtrate was concentrated under a reduced ... Reactants: FC1CN(CC1NC1=NC(=CC(=N1)C)N1CCOCC1)C(=O)OCC1=CC=CC=C1 (Benzyl (3RS,4RS)-3-fluoro-4-(4-methyl-6-morpholin-4-ylpyrimidin-2-ylamino)pyrrolidine-1-carboxylate). Reagents/catalysts: [Pd] (Pd—C). Run in CO (methanol). Run at time 6 hour. Product: FC1C(CNC1)NC1=NC(=CC(=N1)C)N1CCOCC1 (((3RS,4RS)-4-fluoropyrrolidin-3-yl)-(4-methyl-6-morpholin-4-ylpyrimidin-2-yl)amine). Yield: 96.0%. RXN SMILES: [F:1][CH:2]1[CH:6]([NH:7][C:8]2[N:13]=[C:12]([CH3:14])[CH:11]=[C:10]([N:15]3[CH2:20][CH2:19][O:18][CH2:17][CH2:16]3)[N:9]=2)[CH2:5][N:4](C(OCC2C=CC=CC=2)=O)[CH2:3]1>CO.[Pd]>[F:1][CH:2]1[CH2:3][NH:4][CH2:5][CH:6]1[NH:7][C:8]1[N:13]=[C:12]([CH3:14])[CH:11]=[C:10]([N:15]2[CH2:16][CH2:17][O:18][CH2:19][CH2:20]2)[N:9]=1. Reported procedure: Benzyl (3RS,4RS)-3-fluoro-4-(4-methyl-6-morpholin-4-ylpyrimidin-2-ylamino)pyrrolidine-1-carboxylate (20 mg) was dissolved in methanol (1 mL), followed by addition of 5% Pd—C (40 mg), and the mixture was stirred under hydrogen atmosphere for 6 h. The catalyst was removed by filtration, and then the filtrate was concentrated under reduced pressure to obtain ((3RS,4RS)-4-fluoropyrrolidin-3-yl)-(4-methyl-6-morpholin-4-ylpyrimidin-2-yl)amine (13 mg). Starting materials: CCC(Nc1cc(C)nc(Oc2c(C)cc(Cl)cc2C)c1C(=O)OC)C(C)=O, CN. Product: CCC(Nc1cc(C)nc(Oc2c(C)cc(Cl)cc2C)c1C(=O)OC)C(C)NC. As a reaction SMILES: [CH3:1][O:2][C:3]([c:4]1[c:5]([O:18][c:19]2[c:20]([CH3:27])[cH:21][c:22]([Cl:26])[cH:23][c:24]2[CH3:25])[n:6][c:7]([CH3:17])[cH:8][c:9]1[NH:10][CH:11]([C:12]([CH3:13])=[O:14])[CH2:15][CH3:16])=[O:28].[CH3:29][NH2:30]>>[CH3:1][O:2][C:3]([c:4]1[c:5]([O:18][c:19]2[c:20]([CH3:27])[cH:21][c:22]([Cl:26])[cH:23][c:24]2[CH3:25])[n:6][c:7]([CH3:17])[cH:8][c:9]1[NH:10][CH:11]([CH:12]([CH3:13])[NH:30][CH3:29])[CH2:15][CH3:16])=[O:28]. The reactants are [BH4-], O=Cc1ccccc1OCc1ccccc1, CO, O=CC1CCCCC1, ClCCl, COc1cc(Nc2nc3cc(C(=O)N(CC(C)C)CC(C)C)ccc3n2CCN)cc(OC)c1OC. The product is COc1cc(Nc2nc3cc(C(=O)N(CC(C)C)CC(C)C)ccc3n2CCNCC2CCCCC2)cc(OC)c1OC. RXN SMILES: [BH4-:45].[CH2:46]([O:47][c:48]1[cH:49][cH:50][cH:51][cH:52][c:53]1[CH:54]=[O:55])[c:56]1[cH:57][cH:58][cH:59][cH:60][cH:61]1.[CH3:62][OH:63].[CH:37]1([CH:43]=[O:44])[CH2:38][CH2:39][CH2:40][CH2:41][CH2:42]1.[Cl:64][CH2:65][Cl:66].[NH2:1][CH2:2][CH2:3][n:4]1[c:5]([NH:24][c:25]2[cH:26][c:27]([O:35][CH3:36])[c:28]([O:33][CH3:34])[c:29]([O:31][CH3:32])[cH:30]2)[n:6][c:7]2[c:8]1[cH:9][cH:10][c:11]([C:13](=[O:14])[N:15]([CH2:16][CH:17]([CH3:18])[CH3:19])[CH2:20][CH:21]([CH3:22])[CH3:23])[cH:12]2>>[NH:1]([CH2:2][CH2:3][n:4]1[c:5]([NH:24][c:25]2[cH:26][c:27]([O:35][CH3:36])[c:28]([O:33][CH3:34])[c:29]([O:31][CH3:32])[cH:30]2)[n:6][c:7]2[c:8]1[cH:9][cH:10][c:11]([C:13](=[O:14])[N:15]([CH2:16][CH:17]([CH3:18])[CH3:19])[CH2:20][CH:21]([CH3:22])[CH3:23])[cH:12]2)[CH2:43][CH:37]1[CH2:38][CH2:39][CH2:40][CH2:41][CH2:42]1.